Dataset: the Open Reaction Database (ORD), a public repository of structured organic reaction records. Task: describe an organic reaction: reactants, conditions, products, and yield The reactants are CC(=O)O[BH-](OC(C)=O)OC(C)=O, CC(C)CNC1CCN(C(=O)OC(C)(C)C)C1, O=Cc1cccc(Cl)c1Cl, ClCCCl, [Na+]. Product: CC(C)CN(Cc1cccc(Cl)c1Cl)C1CCN(C(=O)OC(C)(C)C)C1. As a reaction SMILES: [C:28]([O:29][BH-:30]([O:31][C:32](=[O:33])[CH3:34])[O:35][C:36](=[O:37])[CH3:38])(=[O:39])[CH3:40].[CH3:1][CH:2]([CH2:3][NH:4][CH:5]1[CH2:6][N:7]([C:10](=[O:11])[O:12][C:13]([CH3:14])([CH3:15])[CH3:16])[CH2:8][CH2:9]1)[CH3:17].[Cl:18][c:19]1[c:20]([CH:21]=[O:22])[cH:23][cH:24][cH:25][c:26]1[Cl:27].[Cl:42][CH2:43][CH2:44][Cl:45].[Na+:41]>>[CH3:1][CH:2]([CH2:3][N:4]([CH:5]1[CH2:6][N:7]([C:10](=[O:11])[O:12][C:13]([CH3:14])([CH3:15])[CH3:16])[CH2:8][CH2:9]1)[CH2:21][c:20]1[c:19]([Cl:18])[c:26]([Cl:27])[cH:25][cH:24][cH:23]1)[CH3:17]. Reactants: S1C2=C(C(=C1)C=O)C=CC=C2 (Benzo[b]thiophene-3-carbaldehyde), IC1=C(C2=C(S1)C=CC=C2)C=O (2-iodobenzo[b]thiophene-3-carbaldehyde), C1(=CC=CC=C1)C#C (phenylacetylene), II (I2), [Li+].[Cl-] (LiCl). Reagents/catalysts: C=1C=CC(=CC1)/C=C/C(=O)/C=C/C2=CC=CC=C2.C=1C=CC(=CC1)/C=C/C(=O)/C=C/C2=CC=CC=C2.[Pd] (Pd(dba)2). Run in CCN(CC)CC (NEt3), C1CCOC1 (THF), C1CCOC1 (THF), C1CCOC1 (THF). Conditions: time 0.5 hour. Product: C1(=CC=CC=C1)C#CC1=C(C2=C(S1)C=CC=C2)C=O (2-(phenylethynyl)benzo[b]thiophene-3-carbaldehyde). The yield is 63.0%. Reaction SMILES: [S:1]1[CH:5]=[C:4]([CH:6]=[O:7])[C:3]2[CH:8]=[CH:9][CH:10]=[CH:11][C:2]1=2.[Li+].[Cl-].II.I[C:17]1S[C:20]2[CH:22]=[CH:23][CH:24]=[CH:25][C:19]=2[C:18]=1C=O.C1(C#C)C=CC=CC=1>C1COCC1.C1C=CC(/C=C/C(/C=C/C2C=CC=CC=2)=O)=CC=1.C1C=CC(/C=C/C(/C=C/C2C=CC=CC=2)=O)=CC=1.[Pd].CCN(CC)CC>[C:19]1([C:18]#[C:17][C:5]2[S:1][C:2]3[CH:11]=[CH:10][CH:9]=[CH:8][C:3]=3[C:4]=2[CH:6]=[O:7])[CH:25]=[CH:24][CH:23]=[CH:22][CH:20]=1 |f:1.2,7.8.9|. Reported procedure: Benzo[b]thiophene-3-carbaldehyde (27) (162 mg, 1.0 mmol) in THF (2 mL) was added to a solution of TMPZnCl.LiCl (2) (1.3 M in THF, 0.85 mL, 1.1 mmol) at 25° C. and the reaction mixture was then stirred at this temperature for 30 min according to TP 2. I2 (381 mg, 1.5 mmol) dissolved in dry THF (2 mL) was then dropwise added and the resulting mixture was stirred for 0.5 h. To the solution of freshly generated in situ 2-iodobenzo[b]thiophene-3-carbaldehyde, NEt3 (7 mL), Cul (8 mg, 4 mol %), Pd(dba)... Starting materials: IC1=C(C=CC=C1)C(F)(F)F (2-iodobenzotrifluoride), C(=O)C1=CC=C(C=C1)B(O)O (4-formylbenzeneboronic acid), C(=O)([O-])[O-].[Na+].[Na+] (Na2CO3), O1CCOCC1 (p-dioxane). The reagents and catalysts are C(C)(=O)[O-].[Pd+2].C(C)(=O)[O-] (palladium (II) acetate). Solvent: O (water). Run at time 24 hour. The product is FC(C1=C(C=CC=C1)C1=CC=C(C=O)C=C1)(F)F (4-(2'-trifluoromethylphenyl)benzaldehyde). Reaction SMILES: [CH:1]([C:3]1[CH:8]=[CH:7][C:6](B(O)O)=[CH:5][CH:4]=1)=[O:2].C([O-])([O-])=O.[Na+].[Na+].O1CCOCC1.I[C:25]1[CH:30]=[CH:29][CH:28]=[CH:27][C:26]=1[C:31]([F:34])([F:33])[F:32]>O.C([O-])(=O)C.[Pd+2].C([O-])(=O)C>[F:32][C:31]([F:34])([F:33])[C:26]1[CH:27]=[CH:28][CH:29]=[CH:30][C:25]=1[C:6]1[CH:7]=[CH:8][C:3]([CH:1]=[O:2])=[CH:4][CH:5]=1 |f:1.2.3,7.8.9|. Procedure: To a solution of 4-formylbenzeneboronic acid (4.00 g, 26.7 mmol) and Na2CO3 (5.66 g, 53.4 mmol) in water (240 mL) was added p-dioxane (240 mL). This mixture was treated sequentially with 2-iodobenzotrifluoride (3.74 mL, 26.7 mmol) and palladium (II) acetate (540 mg, 2.40 mmol) and allowed to stir at ambient temperature for 24 hours. The solvent was evaporated in vacuo. To the residue was added EtOAc (400 inL) and water (300 mL). The aqueous layer was acidified to pH 2 with 1.0 N aq. HCl and the ... The reactants are ice water, C(C)(=O)C1=C(C(=C(OCCSC=2NC3=C(N2)C=CC(=C3)C(=O)OCC)C=C1)CCC)O (ethyl 2-[2-(4-acetyl-3- hydroxy-2-propylphenoxy)ethylthio]benzimidazole-5-carboxylate), Cl (hydrochloric acid). Run in [OH-].[Na+] (sodium hydroxide). Product: C(C)(=O)C1=C(C(=C(OCCSC=2NC3=C(N2)C=CC(=C3)C(=O)O)C=C1)CCC)O (2-[2-(4-acetyl-3-hydroxy-2-propylphenoxy)ethylthio]benzimidazole-5-carboxylic acid). The yield is 77.6%. RXN SMILES: [C:1]([C:4]1[CH:27]=[CH:26][C:7]([O:8][CH2:9][CH2:10][S:11][C:12]2[NH:13][C:14]3[CH:20]=[C:19]([C:21]([O:23]CC)=[O:22])[CH:18]=[CH:17][C:15]=3[N:16]=2)=[C:6]([CH2:28][CH2:29][CH3:30])[C:5]=1[OH:31])(=[O:3])[CH3:2].Cl>[OH-].[Na+]>[C:1]([C:4]1[CH:27]=[CH:26][C:7]([O:8][CH2:9][CH2:10][S:11][C:12]2[NH:13][C:14]3[CH:20]=[C:19]([C:21]([OH:23])=[O:22])[CH:18]=[CH:17][C:15]=3[N:16]=2)=[C:6]([CH2:28][CH2:29][CH3:30])[C:5]=1[OH:31])(=[O:3])[CH3:2] |f:2.3|. Procedure details: The above ester (2.20 g) was added to 1 N sodium hydroxide solution (20 ml), and the mixture was refluxed for 30 minutes, then poured into ice-water, made acidic with concentrated hydrochloric acid and extracted with ethyl acetate. The organic layer was washed with water, dried over anhydrous sodium sulfate and evaporated. The resulting residue was purified by silica gel column chromatography, eluting with dichloromethane-methanol (10:1), and recrystallized from n-hexane-ethyl acetate to give th...